Dataset: the Open Reaction Database (ORD), a public repository of structured organic reaction records. Task: describe an organic reaction: reactants, conditions, products, and yield Reactants: [OH-].[Na+] (NaOH), O (water), C(C)OC(NC1CCN(CC1)CC(C)(C)O)=O ([1-(2-hydroxy-2-methyl-propyl)-piperidin-4-yl]-carbamic acid ethyl ester), [H-].[Al+3].[Li+].[H-].[H-].[H-] (lithium aluminum hydride), O (water). Solvent: O1CCCC1 (tetrahydrofuran). Run at temperature 0 celsius. Product: CC(CN1CCC(CC1)NC)(C)O (2-Methyl-1-(4-methylamino-piperidin-1-yl)-propan-2-ol). The yield is 96.6%. Reaction SMILES: C(O[C:4](=O)[NH:5][CH:6]1[CH2:11][CH2:10][N:9]([CH2:12][C:13]([OH:16])([CH3:15])[CH3:14])[CH2:8][CH2:7]1)C.[H-].[Al+3].[Li+].[H-].[H-].[H-].O.[OH-].[Na+]>O1CCCC1>[CH3:15][C:13]([OH:16])([CH3:14])[CH2:12][N:9]1[CH2:10][CH2:11][CH:6]([NH:5][CH3:4])[CH2:7][CH2:8]1 |f:1.2.3.4.5.6,8.9|. Reported procedure: A mixture of the above described [1-(2-hydroxy-2-methyl-propyl)-piperidin-4-yl]-carbamic acid ethyl ester (2.35 g, 10 mmol) in tetrahydrofuran (40 mL) with lithium aluminum hydride (913 mg, 24 mmol) was refluxed for 16 h. Cooled to 0° C., added water (0.913 mL), then at 23° C. 15% NaOH solution (2.739 mL), then again water (0.913 mL), stirred at 23° C. for 30 min, filtered the solid off, washed with tetrahydrofuran, the filtrate was evaporated to give the title compound as a colorless oil (1.80 ... The reactants are NC1=C(C=NC=C1Cl)Cl (4-Amino-3,5-dichloropyridine), C1(CCCC1)OC=1C=C(C(=O)Cl)C=CC1OC (3-cyclopentyloxy-4-methoxybenzoyl chloride). Reaction conditions: time 10 minute. Product: ClC=1C=NC=C(C1NC(C1=CC(=C(C=C1)OC)OC1CCCC1)=O)Cl (N-(3,5-dichloro-pyrid-4-yl)-3-cyclopentyloxy-4-methoxybenzamide). Isolated yield 20.0%. As a reaction SMILES: [NH2:1][C:2]1[C:7]([Cl:8])=[CH:6][N:5]=[CH:4][C:3]=1[Cl:9].[CH:10]1([O:15][C:16]2[CH:17]=[C:18]([CH:22]=[CH:23][C:24]=2[O:25][CH3:26])[C:19](Cl)=[O:20])[CH2:14][CH2:13][CH2:12][CH2:11]1>>[Cl:9][C:3]1[CH:4]=[N:5][CH:6]=[C:7]([Cl:8])[C:2]=1[NH:1][C:19](=[O:20])[C:18]1[CH:22]=[CH:23][C:24]([O:25][CH3:26])=[C:16]([O:15][CH:10]2[CH2:11][CH2:12][CH2:13][CH2:14]2)[CH:17]=1. Procedure: 4-Amino-3,5-dichloropyridine (4.0 g) and 3-cyclopentyloxy-4-methoxybenzoyl chloride (6.26 g) are intimately ground together in a mortar with a pestle, and transferred to a round-bottomed flask. The mixture is melted, using a hot air gun external to the flask, stirring with a magnetic stirrer. After 10 minutes, heating is ceased and the melt is allowed to cool. The resulting material is triturated with dichloromethane and the residual solid is filtered off. The filtrate is concentrated to give a ... Reactants: C(C)(C)(C)N (tert-butyl amine), CC(CC1=CC(=NO1)C(=O)O)(C)C (5-(2,2-dimethyl-propyl)-isoxazole-3-carboxylic acid), C=1C=CC2=C(C1)N=NN2O (HOBT), CCN=C=NCCCN(C)C (EDCI). Run in C1CCOC1 (THF), CC#N (MeCN). Reaction conditions: time 30 minute. Product: C(C)(C)(C)NC(=O)C1=NOC(=C1)CC(C)(C)C (5-(2,2-Dimethyl-propyl)-isoxazole-3-carboxylic acid tert-butylamide). RXN SMILES: [CH3:1][C:2]([CH3:13])([CH3:12])[CH2:3][C:4]1[O:8][N:7]=[C:6]([C:9]([OH:11])=O)[CH:5]=1.C1C=CC2N(O)N=NC=2C=1.CCN=C=NCCCN(C)C.[C:35]([NH2:39])([CH3:38])([CH3:37])[CH3:36]>C1COCC1.CC#N>[C:35]([NH:39][C:9]([C:6]1[CH:5]=[C:4]([CH2:3][C:2]([CH3:1])([CH3:13])[CH3:12])[O:8][N:7]=1)=[O:11])([CH3:38])([CH3:37])[CH3:36]. Reported procedure: To a solution of 5-(2,2-dimethyl-propyl)-isoxazole-3-carboxylic acid (125.4 g, 0.685 mol) in THF (1500 ml) and MeCN (1500 ml) is added HOBT (101.75 g, 0.753 mol) and EDCI (144.3 g, 0.753 mol). After stirred 30 min, tert-butyl amine (86.7 ml, 0.821 mol) is added dropwise under nitrogen atmosphere and then the reaction is stirred at rt for 1.5 h. The solvents are evaporated under reduced pressure and the residue is taken into DCM (2000 ml). The mixture is washed with saturated aq sodium bicarbonat... Reactants: C(=O)[O-].[NH4+] (Ammonium formate), C(C)(C)(C)OC(=O)N(CCOCC=1C=C(CCNC=2C(N(C(=C(N2)Cl)C)CC(=O)OCC2=CC=CC=C2)=O)C=CC1)C (benzyl 2-[3-{[3-({2-[(tert-butoxycarbonyl)(methyl)amino]ethoxy}methyl)phenethyl]amino}-5-chloro-6-methyl-2-oxo-1(2H)-pyrazinyl]acetate). The reagents and catalysts are [Pd] (palladium on charcoal). The solvent is CO (methanol). The product is C(C)(C)(C)OC(=O)N(CCOCC=1C=C(CCNC=2C(N(C(=CN2)C)CC(=O)O)=O)C=CC1)C (2-[3-{[3-({2-[(tert-Butoxycarbonyl)(methyl)amino]ethoxy}methyl)phenethyl]amino}-6-methyl-2-oxo-1(2H)-pyrazinyl]acetic Acid). Isolated yield 77.4%. As a reaction SMILES: C([O-])=O.[NH4+].[C:5]([O:9][C:10]([N:12]([CH3:46])[CH2:13][CH2:14][O:15][CH2:16][C:17]1[CH:18]=[C:19]([CH:43]=[CH:44][CH:45]=1)[CH2:20][CH2:21][NH:22][C:23]1[C:24](=[O:42])[N:25]([CH2:31][C:32]([O:34]CC2C=CC=CC=2)=[O:33])[C:26]([CH3:30])=[C:27](Cl)[N:28]=1)=[O:11])([CH3:8])([CH3:7])[CH3:6]>[Pd].CO>[C:5]([O:9][C:10]([N:12]([CH3:46])[CH2:13][CH2:14][O:15][CH2:16][C:17]1[CH:18]=[C:19]([CH:43]=[CH:44][CH:45]=1)[CH2:20][CH2:21][NH:22][C:23]1[C:24](=[O:42])[N:25]([CH2:31][C:32]([OH:34])=[O:33])[C:26]([CH3:30])=[CH:27][N:28]=1)=[O:11])([CH3:8])([CH3:6])[CH3:7] |f:0.1|. Procedure: Ammonium formate (368 mg, 5.83 mmol), followed by 10% palladium on charcoal (200 mg), were added to a solution of benzyl 2-[3-{[3-({2-[(tert-butoxycarbonyl)(methyl)amino]ethoxy}methyl)phenethyl]amino}-5-chloro-6-methyl-2-oxo-1(2H)-pyrazinyl]acetate (preparation 113) (350 mg, 0.58 mmol) in methanol (10 ml), and the reaction stirred at room temperature ovemight. The reaction mixture was filtered through Whatman® fibre, and the filtrate concentrated under reduced pressure. The residue was triturate... Starting materials: [Na+].C(=O)C1=C(C=CC=C1)S(=O)(=O)[O-] (2-formylbenzenesulfonic acid sodium salt), N(N)C1=C(C(=O)O)C=CC=N1 (2-hydrazinonicotinic acid), CN(C=O)C (dimethylformamide), ON1C(CCC1=O)=O (N-hydroxysuccinimide), C1(CCCCC1)N=C=NC1CCCCC1 (dicyclohexylcarbodiimide). Run in CO (methanol). Conditions: time 3 hour. Yields the product O=C1N(C(CC1)=O)OC(=O)C=1C=CC(=NC1)NN=CC1=C(C=CC=C1)S(=O)(=O)[O-].[Na+] (Sodium 2-[[[5-[[(2,5-dioxo-1-pyrolidinyl)oxy]carbonyl]-2-pyridinyl]hydrazono]methyl]-benzenesulfonate). Reaction SMILES: [Na+:1].[CH:2]([C:4]1[CH:9]=[CH:8][CH:7]=[CH:6][C:5]=1[S:10]([O-:13])(=[O:12])=[O:11])=O.N(C1N=CC=CC=1[C:18](O)=[O:19])N.[OH:25][N:26]1[C:30](=[O:31])[CH2:29][CH2:28][C:27]1=[O:32].C1([N:39]=[C:40]=[N:41][CH:42]2[CH2:47][CH2:46][CH2:45]CC2)CCCCC1.C[N:49](C)C=O>CO>[O:32]=[C:27]1[CH2:28][CH2:29][C:30](=[O:31])[N:26]1[O:25][C:18]([C:47]1[CH:46]=[CH:45][C:40]([NH:39][N:49]=[CH:2][C:4]2[CH:9]=[CH:8][CH:7]=[CH:6][C:5]=2[S:10]([O-:13])(=[O:12])=[O:11])=[N:41][CH:42]=1)=[O:19].[Na+:1] |f:0.1,7.8|. Reported procedure: To a solution of 2-formylbenzenesulfonic acid sodium salt (13.6 g) in dimethylformamide (400 mL) was added 2-hydrazinonicotinic acid (10.0 g) and the mixture stirred for three hours. N-hydroxysuccinimide (7.52 g) and dicyclohexylcarbodiimide (27.6 g) were added to the reaction and it was stirred for 16 hours. The mixture was filtered through Celite and the filtrate concentrated under vacuum to a thick oil. This was triturated with ethyl acetate to afford a solid which was filtered to afford crud... Reactants: C(C)(=O)OC (methyl acetate), sulfonated styrene divinylbenzene, C(C)(=O)OCC(C)OC(C)=O (1,2-diacetoxypropane), SPC 108. The solvent is CO (methanol), CO (methanol). Run at temperature 62 celsius. Product: 470, C(C)(=O)OC.CO (methyl acetate methanol), C(C(C)O)O (1,2-propanediol). RXN SMILES: [C:1]([O:4][CH2:5][CH:6]([O:8]C(=O)C)[CH3:7])(=[O:3])[CH3:2].[C:12](OC)(=[O:14])C>CO>[C:1]([O:4][CH3:5])(=[O:3])[CH3:2].[CH3:12][OH:14].[CH2:5]([OH:4])[CH:6]([OH:8])[CH3:7] |f:3.4|. Procedure details: A suspension is prepared from 800 parts of 1,2-diacetoxypropane, 960 parts of methanol and 176 parts of cation exchanger (®Lewatit SPC 108) in a stirred reactor, provided with a distillation unit, by stirring at 300 rpm, and the mixture is heated at 62° C. (The exchange resin is a sulfonated styrene/divinylbenzene copolymer resin; it has a macro-porous structure and a particle size of from 0.3 to 15 mm). 910 parts of the azeotropic mixture of methanol and methyl acetate, of boiling point 54° C.,... Starting materials: [Br-], O=C([O-])O, C1CCOC1, CC(C)(C)C(=O)O, CCCC[N+](CCCC)(CCCC)CCCC, O=C(CCl)c1cccnc1, Cl, [Na+], O. The product is CC(C)(C)C(=O)OCC(=O)c1cccnc1. RXN SMILES: [Br-:25].[C:8](=[O:9])([O-:10])[OH:11].[CH2:43]1[O:44][CH2:45][CH2:46][CH2:47]1.[CH3:1][C:2]([CH3:3])([CH3:4])[C:5]([OH:6])=[O:7].[CH3:26][CH2:27][CH2:28][CH2:29][N+:30]([CH2:31][CH2:32][CH2:33][CH3:34])([CH2:35][CH2:36][CH2:37][CH3:38])[CH2:39][CH2:40][CH2:41][CH3:42].[Cl:14][CH2:15][C:16](=[O:17])[c:18]1[cH:19][n:20][cH:21][cH:22][cH:23]1.[ClH:13].[Na+:12].[OH2:24]>>[CH3:1][C:2]([CH3:3])([CH3:4])[C:5]([O:6][CH2:15][C:16](=[O:17])[c:18]1[cH:19][n:20][cH:21][cH:22][cH:23]1)=[O:7].